From a dataset of the Open Reaction Database (ORD), a public repository of structured organic reaction records. describe an organic reaction: reactants, conditions, products, and yield Starting materials: Cl.C1(=CC=CC=C1)N(C(=O)C1=CC2=C(N(C(=N2)CNC2=CC=C(C=C2)C(N)=N)C)C=C1)CCC(=O)OCCC (1-methyl-2-[N-(4-amidinophenyl)aminomethyl]benzimidazol-5-yl-carboxylic acid-N-phenyl-N-(2-n-propyloxycarbonylethyl)amide hydrochloride), ClC(=O)OCCCCCC (n-hexyl chloroformate), C36H44N6O5. Run in ClCCl.C(C)O (dichloromethane ethanol). The product is C1(=CC=CC=C1)N(C(=O)C1=CC2=C(N(C(=N2)CNC2=CC=C(C=C2)C(NC(=O)OCCCCCC)=N)C)C=C1)CCC(=O)OCCC (1-Methyl-2-[N-[4-(N-n-hexyloxycarbonylamidino)phenyl]aminomethyl]benzimidazol-5-yl-carboxylic acid-N-phenyl-N-(2-n-propyloxycarbonylethyl)amide). Yield: 31.0%. As a reaction SMILES: Cl.[C:2]1([N:8]([CH2:32][CH2:33][C:34]([O:36][CH2:37][CH2:38][CH3:39])=[O:35])[C:9]([C:11]2[CH:31]=[CH:30][C:14]3[N:15]([CH3:29])[C:16]([CH2:18][NH:19][C:20]4[CH:25]=[CH:24][C:23]([C:26](=[NH:28])[NH2:27])=[CH:22][CH:21]=4)=[N:17][C:13]=3[CH:12]=2)=[O:10])[CH:7]=[CH:6][CH:5]=[CH:4][CH:3]=1.Cl[C:41]([O:43][CH2:44][CH2:45][CH2:46][CH2:47][CH2:48][CH3:49])=[O:42]>ClCCl.C(O)C>[C:2]1([N:8]([CH2:32][CH2:33][C:34]([O:36][CH2:37][CH2:38][CH3:39])=[O:35])[C:9]([C:11]2[CH:31]=[CH:30][C:14]3[N:15]([CH3:29])[C:16]([CH2:18][NH:19][C:20]4[CH:25]=[CH:24][C:23]([C:26](=[NH:27])[NH:28][C:41]([O:43][CH2:44][CH2:45][CH2:46][CH2:47][CH2:48][CH3:49])=[O:42])=[CH:22][CH:21]=4)=[N:17][C:13]=3[CH:12]=2)=[O:10])[CH:3]=[CH:4][CH:5]=[CH:6][CH:7]=1 |f:0.1,3.4|. Procedure: Prepared analogously to Example 90 from 1-methyl-2-[N-(4-amidinophenyl)aminomethyl]benzimidazol-5-yl-carboxylic acid-N-phenyl-N-(2-n-propyloxycarbonylethyl)amide hydrochloride and n-hexyl chloroformate. Yield: 31% of theory, C36H44N6O5 (640.8); Rf value: 0.42 (silica gel; dichloromethane/ethanol=19:1); EKA mass spectrum: (M+H)+=641; (M+H+Na)++=332; (M+Na)+=663. The reactants are C1CCOC1, COC(=O)c1ccc(CN(C)c2ccc(OCc3c(C4CC4)cnn3-c3ccccc3OC(F)(F)F)cc2C)cc1OC, CO, Cl, [Na+], [OH-], O. The product is COc1cc(CN(C)c2ccc(OCc3c(C4CC4)cnn3-c3ccccc3OC(F)(F)F)cc2C)ccc1C(=O)O. Reaction SMILES: [CH2:46]1[O:47][CH2:48][CH2:49][CH2:50]1.[CH3:1][O:2][C:3]([c:4]1[c:5]([O:41][CH3:42])[cH:6][c:7]([CH2:10][N:11]([CH3:12])[c:13]2[c:14]([CH3:40])[cH:15][c:16]([O:19][CH2:20][c:21]3[n:22](-[c:29]4[c:30]([O:35][C:36]([F:37])([F:38])[F:39])[cH:31][cH:32][cH:33][cH:34]4)[n:23][cH:24][c:25]3[CH:26]3[CH2:27][CH2:28]3)[cH:17][cH:18]2)[cH:8][cH:9]1)=[O:43].[CH3:53][OH:54].[ClH:51].[Na+:45].[OH-:44].[OH2:52]>>[O:2]=[C:3]([c:4]1[c:5]([O:41][CH3:42])[cH:6][c:7]([CH2:10][N:11]([CH3:12])[c:13]2[c:14]([CH3:40])[cH:15][c:16]([O:19][CH2:20][c:21]3[n:22](-[c:29]4[c:30]([O:35][C:36]([F:37])([F:38])[F:39])[cH:31][cH:32][cH:33][cH:34]4)[n:23][cH:24][c:25]3[CH:26]3[CH2:27][CH2:28]3)[cH:17][cH:18]2)[cH:8][cH:9]1)[OH:43].